describe an organic reaction: reactants, conditions, products, and yield From a dataset of the Open Reaction Database (ORD), a public repository of structured organic reaction records. Starting materials: CN(C)C=O, COCCCN1CCOc2ccc(COC3CN(C(=O)OCc4ccccc4)CCC3c3ccc(CCl)cc3)cc21, OCCOc1cc(F)ccc1F, [H-], [Na+], [Na+], O=C([O-])O. Yields the product COCCCN1CCOc2ccc(COC3CN(C(=O)OCc4ccccc4)CCC3c3ccc(COCCOc4cc(F)ccc4F)cc3)cc21. Reaction SMILES: [CH3:61][N:62]([CH3:63])[CH:64]=[O:65].[Cl:1][CH2:2][c:3]1[cH:4][cH:5][c:6]([CH:9]2[CH:10]([O:25][CH2:26][c:27]3[cH:28][cH:29][c:30]4[c:31]([cH:41]3)[N:32]([CH2:36][CH2:37][CH2:38][O:39][CH3:40])[CH2:33][CH2:34][O:35]4)[CH2:11][N:12]([C:15](=[O:16])[O:17][CH2:18][c:19]3[cH:20][cH:21][cH:22][cH:23][cH:24]3)[CH2:13][CH2:14]2)[cH:7][cH:8]1.[F:42][c:43]1[c:44]([O:45][CH2:46][CH2:47][OH:48])[cH:49][c:50]([F:53])[cH:51][cH:52]1.[H-:54].[Na+:55].[Na+:56].[OH:57][C:58](=[O:59])[O-:60]>>[CH2:2]([c:3]1[cH:4][cH:5][c:6]([CH:9]2[CH:10]([O:25][CH2:26][c:27]3[cH:28][cH:29][c:30]4[c:31]([cH:41]3)[N:32]([CH2:36][CH2:37][CH2:38][O:39][CH3:40])[CH2:33][CH2:34][O:35]4)[CH2:11][N:12]([C:15](=[O:16])[O:17][CH2:18][c:19]3[cH:20][cH:21][cH:22][cH:23][cH:24]3)[CH2:13][CH2:14]2)[cH:7][cH:8]1)[O:48][CH2:47][CH2:46][O:45][c:44]1[c:43]([F:42])[cH:52][cH:51][c:50]([F:53])[cH:49]1. The reactants are I\C=C\C(CCCCC)O (1-iodo-trans-1-octen-3-ol), C(C1=CC=C(C=C1)OC)C(C1=CC=CC=C1)(C1=CC=CC=C1)Cl (p-anisyldiphenylmethyl chloride). Run in N1=CC=CC=C1 (pyridine). The product is I\C=C\C(CCCCC)OC(C1=CC=CC=C1)(C1=CC=CC=C1)CC1=CC=C(C=C1)OC (1-iodo-3-(p-anisyldiphenylmethoxy)-trans-1-octene). RXN SMILES: [I:1]/[CH:2]=[CH:3]/[CH:4]([OH:10])[CH2:5][CH2:6][CH2:7][CH2:8][CH3:9].[CH2:11]([C:20](Cl)([C:27]1[CH:32]=[CH:31][CH:30]=[CH:29][CH:28]=1)[C:21]1[CH:26]=[CH:25][CH:24]=[CH:23][CH:22]=1)[C:12]1[CH:17]=[CH:16][C:15]([O:18][CH3:19])=[CH:14][CH:13]=1>N1C=CC=CC=1>[I:1]/[CH:2]=[CH:3]/[CH:4]([O:10][C:20]([CH2:11][C:12]1[CH:13]=[CH:14][C:15]([O:18][CH3:19])=[CH:16][CH:17]=1)([C:21]1[CH:26]=[CH:25][CH:24]=[CH:23][CH:22]=1)[C:27]1[CH:28]=[CH:29][CH:30]=[CH:31][CH:32]=1)[CH2:5][CH2:6][CH2:7][CH2:8][CH3:9]. Procedure details: A mixture of 14.92 g. (0.0588 mole) of 1-iodo-trans-1-octen-3-ol (Example 225) and 18.2 g. (0.0588 mole) of p-anisyldiphenylmethyl chloride in 165 ml. of dry pyridine is heated at 60° C. for 18 hours under an inert atmosphere. The mixture is cooled and the solvent is evaporated in vacuo. The residue is partitioned between ether and water, and the organic phase is washed with water and saturated brine, dried (MgSO4), and evaporated. The residue is chromatographed upon 300 g. of Florisil® packed i... As a reaction SMILES: Cl.Cl[C:3]1[CH:8]=[CH:7][N:6]=[CH:5][CH:4]=1.[CH3:9][NH:10][CH2:11][CH2:12][OH:13].C(=O)(O)[O-].[Na+]>C(O)CC(C)C>[CH3:9][N:10]([CH2:11][CH2:12][OH:13])[C:3]1[CH:8]=[CH:7][N:6]=[CH:5][CH:4]=1 |f:0.1,3.4|. The reactants are Cl.ClC1=CC=NC=C1 (4-chloropyridine hydrochloride), CNCCO (2-(methylamino)ethanol), C([O-])(O)=O.[Na+] (sodium bicarbonate). Solvent: C(CC(C)C)O (isoamyl alcohol). Procedure: A mixture of 4-chloropyridine hydrochloride (4.50 g), 2-(methylamino)ethanol (2.25 g) and sodium bicarbonate (7.56 g) in isoamyl alcohol (50 ml) was heated under reflux for 70 hours and then evaporated. The residue was extracted several times with hot ethyl acetate and the combined extracts were filtered and evaporated until crystallisation commenced. The solution was allowed to cool and the solid was filtered off to give the title compound, (0.85 g), m.p. 90°-91°. The yield is 18.6%. Yields the product CN(C1=CC=NC=C1)CCO (2-[N-Methyl-N-(4-pyridyl)amino]ethanol). Starting materials: OCCC1=C(NC(=O)OC(C)(C)C)C=CC=C1OC.O1CCC=2C1=CC=CC2N (2,3-Dihydro-4-benzofuranamine 2-(2′-Hydroxyethyl)-3-methoxy-N-tert-butoxycarbonyl-aniline), Br (hydrogen bromide), C(C)(=O)O (acetic acid), [OH-].[Na+] (sodium hydroxide). The product is C(\C=C\C(=O)O)(=O)O.N1(CCC2=CC=C3C(=C12)CCO3)C[C@H](C)N ((S)-1-(2,3,7,8-Tetrahydrofuro[2,3-g]indol-1-yl)-2-Propylamine Fumarate). The yield is 92.0%. RXN SMILES: OCC[C:4]1[C:17]([O:18]C)=CC=[CH:14][C:5]=1[NH:6]C(OC(C)(C)C)=O.[O:20]1[C:24]2=[CH:25][CH:26]=[CH:27][C:28]([NH2:29])=[C:23]2[CH2:22][CH2:21]1.Br.[OH-].[Na+].[C:33]([OH:36])(=[O:35])[CH3:34]>>[C:17]([OH:18])(=[O:20])/[CH:4]=[CH:34]/[C:33]([OH:36])=[O:35].[N:29]1([CH2:4][C@@H:5]([NH2:6])[CH3:14])[C:28]2[C:27](=[CH:26][CH:25]=[C:24]3[O:20][CH2:21][CH2:22][C:23]3=2)[CH2:34][CH2:33]1 |f:0.1,3.4,6.7|. Procedure: 2,3-Dihydrobenzo[b]furan-5-carboxaldehyde and 2,3-dihydrobenzo[b]furan-7-carboxaldehyde To a stirred solution of 2,3-dihydrobenzo[b]furan (9.4 mL, 83.4 mmol) in dichloromethane (250 mL) under Ar at −5° C. was added dropwise titanium(IV) chloride (18 mL, 167.0 mmol) over 15 min, maintaining the temperature below 0° C. After addition was complete, the red-brown reaction mixture was allowed to stir for a further 10 min before α,α-dichloromethyl methyl ether (8.3 mL, 91.6 mmol) was added dropwise [C... The reactants are O=C1N(C=NC2=CC=CC=C12)NC(=O)NC1=CC=C(C=C1)SC(F)(F)F (1-(3,4-dihydro-4-oxo-3-quinazolinyl)-3-{p-[(trifluoromethyl)thio]phenyl}urea), ClC=1C=C(C(=O)OO)C=CC1 (3-chloroperoxybenzoic acid), ClC=1C=C(C(=O)OO)C=CC1 (3-chloroperoxybenzoic acid). The solvent is ClCCl (dichloromethane), C(Cl)(Cl)Cl (chloroform), C(Cl)(Cl)Cl (chloroform), C(Cl)(Cl)Cl (chloroform). Run at temperature 0 celsius, time 3 hour. Yields the product ethyl acetate hexanes, O=C1N(C=NC2=CC=CC=C12)NC(=O)NC1=CC=C(C=C1)S(=O)C(F)(F)F (1-(3,4-Dihydro-4-oxo-3-quinazolinyl)-3-{p-[(trifluoromethyl)sulfinyl]phenyl}urea). Reaction SMILES: [O:1]=[C:2]1[C:11]2[C:6](=[CH:7][CH:8]=[CH:9][CH:10]=2)[N:5]=[CH:4][N:3]1[NH:12][C:13]([NH:15][C:16]1[CH:21]=[CH:20][C:19]([S:22][C:23]([F:26])([F:25])[F:24])=[CH:18][CH:17]=1)=[O:14].ClC1C=C(C=CC=1)C(OO)=[O:32]>C(Cl)(Cl)Cl.ClCCl>[O:1]=[C:2]1[C:11]2[C:6](=[CH:7][CH:8]=[CH:9][CH:10]=2)[N:5]=[CH:4][N:3]1[NH:12][C:13]([NH:15][C:16]1[CH:21]=[CH:20][C:19]([S:22]([C:23]([F:26])([F:25])[F:24])=[O:32])=[CH:18][CH:17]=1)=[O:14]. Procedure: A mixture of 1-(3,4-dihydro-4-oxo-3-quinazolinyl)-3-{p-[(trifluoromethyl)thio]phenyl}urea (1.0 g, 2.63 mmol) in chloroform is cooled with an ice-water bath, treated with a solution of 3-chloroperoxybenzoic acid (0.57 g, 80% real, 2.64 mmol) in chloroform, stirred for 3 hours at 0° C., stirred for 32 hours at room temperature, cooled to 0° C., treated with additional 3-chloroperoxybenzoic acid (0.114 g, 0.53 mmol) in chloroform, stirred for 36 hours at room temperature, diluted with dichlorometha... Starting materials: COCCC(=O)c1cc(C(=O)OC)c(N)cc1C(F)(F)F, Cc1ccccc1, O=C(Cl)Cl. The product is COCCC(=O)c1cc(C(=O)OC)c(N=C=O)cc1C(F)(F)F. RXN SMILES: [CH3:1][O:2][C:3]([c:4]1[c:5]([NH2:20])[cH:6][c:7]([C:16]([F:17])([F:18])[F:19])[c:8]([C:10]([CH2:11][CH2:12][O:13][CH3:14])=[O:15])[cH:9]1)=[O:21].[CH3:26][c:27]1[cH:28][cH:29][cH:30][cH:31][cH:32]1.[Cl:22][C:23]([Cl:24])=[O:25]>>[CH3:1][O:2][C:3]([c:4]1[c:5]([N:20]=[C:23]=[O:25])[cH:6][c:7]([C:16]([F:17])([F:18])[F:19])[c:8]([C:10]([CH2:11][CH2:12][O:13][CH3:14])=[O:15])[cH:9]1)=[O:21]. Isolated yield 98.7%. Reported procedure: To a solution of tert-butyl (4R)-4-{[(benzyloxy)carbonyl]amino}-5-hydroxypentanoate (15.05 g, 46.5 mmol) in dichloromethane (150 ml) were added under the ice cooling 4-dimethylaminopyridine (120 mg, 1 mmol), diisopropylethylamine (26 ml, 150 mmol) and chloromethyl methyl ether (12 ml, 150 mmol), and the mixture was raised to the room temperature. Ten hours later the mixture was adjusted to pH about 3 with ice water and 1N hydrochloric acid under cooling in an ice bath. After adding a saturated a... Reaction SMILES: [CH2:1]([O:8][C:9]([NH:11][C@@H:12]([CH2:22][OH:23])[CH2:13][CH2:14][C:15]([O:17][C:18]([CH3:21])([CH3:20])[CH3:19])=[O:16])=[O:10])[C:2]1[CH:7]=[CH:6][CH:5]=[CH:4][CH:3]=1.C(N(C(C)C)CC)(C)C.[CH3:33][O:34][CH2:35]Cl.Cl.[Cl-].[Na+]>ClCCl.CN(C)C1C=CN=CC=1>[CH2:1]([O:8][C:9]([NH:11][C@@H:12]([CH2:22][O:23][CH2:33][O:34][CH3:35])[CH2:13][CH2:14][C:15]([O:17][C:18]([CH3:19])([CH3:20])[CH3:21])=[O:16])=[O:10])[C:2]1[CH:3]=[CH:4][CH:5]=[CH:6][CH:7]=1 |f:4.5|. Solvent: ClCCl (dichloromethane). The reagents and catalysts are CN(C1=CC=NC=C1)C (4-dimethylaminopyridine). Starting materials: C(C1=CC=CC=C1)OC(=O)N[C@H](CCC(=O)OC(C)(C)C)CO (tert-butyl (4R)-4-{[(benzyloxy)carbonyl]amino}-5-hydroxypentanoate), ice, C(C)(C)N(CC)C(C)C (diisopropylethylamine), COCCl (chloromethyl methyl ether), ice water, [Cl-].[Na+] (sodium chloride), Cl (hydrochloric acid). The product is C(C1=CC=CC=C1)OC(=O)N[C@H](CCC(=O)OC(C)(C)C)COCOC (tert-butyl (4R)-4-{[(benzyloxy)carbonyl]amino}-5-(methoxymethoxy)pentanoate).